Dataset: the Open Reaction Database (ORD), a public repository of structured organic reaction records. Task: describe an organic reaction: reactants, conditions, products, and yield The reactants are C(C=C)(=O)OC (methyl acrylate), [Cl-].[NH4+] (ammonium chloride), C([O-])([O-])=O.[K+].[K+] (potassium carbonate), CN(C=O)C (N,N-dimethylformamide), C(C)(C)(C)C1CCC(CC1)OC1=CC2=CC=C(C=C2C=C1)C(C)[N+](=O)[O-] (2-(4-tert-butyl-cyclohexyloxy)-6-(1-nitro-ethyl)-naphthalene). The reagents and catalysts are S(=O)(=O)(O)[O-].C(CCC)[N+](CCCC)(CCCC)CCCC (tetrabutylammonium hydrogen sulfate). Run in O (water), C(C)OC(C)=O (Ethylacetate). Conditions: temperature 20 celsius, time 15 minute. The product is C(C)(C)(C)[C@@H]1CC[C@H](CC1)OC=1C=C2C=CC(=CC2=CC1)C(CCC(=O)OC)(C)[N+](=O)[O-] (methyl 4-(6-(trans-4-tert-butylcyclohexyloxy)naphthalen-2-yl)-4-nitropentanoate). The yield is 72.0%. As a reaction SMILES: C(=O)([O-])[O-].[K+].[K+].CN(C)C=O.[C:12]([CH:16]1[CH2:21][CH2:20][CH:19]([O:22][C:23]2[CH:32]=[CH:31][C:30]3[C:25](=[CH:26][CH:27]=[C:28]([CH:33]([N+:35]([O-:37])=[O:36])[CH3:34])[CH:29]=3)[CH:24]=2)[CH2:18][CH2:17]1)([CH3:15])([CH3:14])[CH3:13].[C:38]([O:42][CH3:43])(=[O:41])[CH:39]=[CH2:40].[Cl-].[NH4+]>S([O-])(O)(=O)=O.C([N+](CCCC)(CCCC)CCCC)CCC.C(OC(=O)C)C.O>[C:12]([C@H:16]1[CH2:21][CH2:20][C@H:19]([O:22][C:23]2[CH:24]=[C:25]3[C:30](=[CH:31][CH:32]=2)[CH:29]=[C:28]([C:33]([N+:35]([O-:37])=[O:36])([CH3:34])[CH2:40][CH2:39][C:38]([O:42][CH3:43])=[O:41])[CH:27]=[CH:26]3)[CH2:18][CH2:17]1)([CH3:13])([CH3:14])[CH3:15] |f:0.1.2,6.7,8.9|. Procedure details: To a mixture of potassium carbonate (0.1783 g, 1.290 mmol), tetrabutylammonium hydrogen sulfate (0.005110 g, 0.01505 mmol) and N,N-dimethylformamide (3.00 mL, 38.7 mmol) was added 2-(4-tert-butyl-cyclohexyloxy)-6-(1-nitro-ethyl)-naphthalene (0.3821 g, 1.075 mmol). The mixture was stirred for 15 minutes, then methyl acrylate (0.1162 mL, 1.290 mmol) was added while maintaining the temperature at 20° C. (cool water bath). The mixture was stirred and allowed to reach room temperature. Stirring was c... Reactants: [Cr](=O)(=O)(O)O (chromic acid), C(C)(=O)O (acetic acid), FC1=CC=C(C=C1)C(CCCN1CCC(=CC1)C=1OC=CN1)O (3,6-dihydro-α-(p-fluorophenyl)- 4-(2-oxazolyl)-1(2H)-pyridinebutanol), Cl (HCl), C(C)(=O)O (acetic acid), ice water, C([O-])([O-])=O.[Na+].[Na+] (sodium carbonate). The reagents and catalysts are CO (methanol). Run in CCOCC (ether). Reaction conditions: time 2 hour. The product is O1N=C(C=C1)C=1CCN(CC1)CCCC(=O)C1=CC=C(C=C1)F (4-(3,6-Dihydro-4-isoxazolyl-1(2H)-pyridyl)- 4'-fluoro-butyrophenone). RXN SMILES: [F:1][C:2]1[CH:7]=[CH:6][C:5]([CH:8]([OH:23])[CH2:9][CH2:10][CH2:11][N:12]2[CH2:17][CH:16]=[C:15]([C:18]3OC=C[N:22]=3)[CH2:14][CH2:13]2)=[CH:4][CH:3]=1.[Cr](O)(O)(=O)=O.C(=O)([O-])[O-].[Na+].[Na+].Cl.[C:36](O)(=[O:38])[CH3:37]>CO.CCOCC>[O:38]1[CH:36]=[CH:37][C:18]([C:15]2[CH2:14][CH2:13][N:12]([CH2:11][CH2:10][CH2:9][C:8]([C:5]3[CH:4]=[CH:3][C:2]([F:1])=[CH:7][CH:6]=3)=[O:23])[CH2:17][CH:16]=2)=[N:22]1 |f:2.3.4|. Procedure: A 1.58 g. portion of 3,6-dihydro-α-(p-fluorophenyl)- 4-(2-oxazolyl)-1(2H)-pyridinebutanol, prepared as described in Example 15, in 45 ml. of acetic acid is stirred at room temperature. A 30 ml. portion of chromic acid in acetic acid is added dropwise. The mixture is stirred for 2 hours and allowed to stand overnight. A few drops of methanol are added, the mixture is poured into ice water and neutralized with sodium carbonate. The mixture is extracted with ether. The ether extract is dried over m... Reactants: C(Cl)Cl (CH2Cl2), C(C)C(CC)C=1C=2N(N=C(C1)C)C(=C(N2)C)C=2OC=CC2C (8-(1-ethyl-propyl)-2,6-dimethyl-3-(3-methyl-furan-2-yl)-imidazo[1,2-b]pyridazine), C1CC(=O)N(C1=O)Br (NBS). Run in O (H2O). Conditions: time 15 minute. Yields the product BrC1=CC(=C(O1)C1=C(N=C2N1N=C(C=C2C(CC)CC)C)C)C (3-(5-bromo-3-methyl-furan-2-yl)-8-(1-ethyl-propyl)-2,6-dimethyl-imidazo[1,2-b]pyridazine). The yield is 63.5%. Reaction SMILES: C(Cl)Cl.[CH2:4]([CH:6]([C:9]1[C:10]2[N:11]([C:16]([C:20]3[O:21][CH:22]=[CH:23][C:24]=3[CH3:25])=[C:17]([CH3:19])[N:18]=2)[N:12]=[C:13]([CH3:15])[CH:14]=1)[CH2:7][CH3:8])[CH3:5].C1C(=O)N([Br:33])C(=O)C1>O>[Br:33][C:22]1[O:21][C:20]([C:16]2[N:11]3[N:12]=[C:13]([CH3:15])[CH:14]=[C:9]([CH:6]([CH2:7][CH3:8])[CH2:4][CH3:5])[C:10]3=[N:18][C:17]=2[CH3:19])=[C:24]([CH3:25])[CH:23]=1. Procedure details: A CH2Cl2 solution (4 mL) of 8-(1-ethyl-propyl)-2,6-dimethyl-3-(3-methyl-furan-2-yl)-imidazo[1,2-b]pyridazine (32.4 mg, 0.11 mmol) is cooled to 0° C. under a CaSO4 drying tube and treated with NBS (20.1 mg, 0.11 mmol). After 15 minutes at 0° C., the mixture is warmed to room temperature. After an additional 10 minutes, the reaction mixture is poured into H2O (25 mL) and extracted into CH2Cl2 (2×25 mL). The combined organic extracts are washed with aq. brine, dried over Na2SO4, filtered, and conce... The reactants are Cl.C(CC)NC1CC2=C(SC1)SC=C2 (N-propyl-5,6-dihydro-4H-thieno[2,3-b]thiopyran-5-amine hydrochloride), C([O-])([O-])=O.[Na+].[Na+] (sodium carbonate), C(CCC)I (n-butyl iodide), Cl (hydrochloric acid). Run in O (water), C1(=CC=CC=C1)C (toluene). Yields the product Cl.C(CCC)N(C1CC2=C(SC1)SC=C2)CCC (N-butyl- N-propyl-5,6-dihydro-4H-thieno[2,3-b]thiopyran-5-amine hydrochloride). RXN SMILES: [ClH:1].[CH2:2]([NH:5][CH:6]1[CH2:11][S:10][C:9]2[S:12][CH:13]=[CH:14][C:8]=2[CH2:7]1)[CH2:3][CH3:4].C(=O)([O-])[O-].[Na+].[Na+].[CH2:21](I)[CH2:22][CH2:23][CH3:24].Cl>O.C1(C)C=CC=CC=1>[ClH:1].[CH2:21]([N:5]([CH2:2][CH2:3][CH3:4])[CH:6]1[CH2:11][S:10][C:9]2[S:12][CH:13]=[CH:14][C:8]=2[CH2:7]1)[CH2:22][CH2:23][CH3:24] |f:0.1,2.3.4,9.10|. Reported procedure: A mixture of 2,5 g of N-propyl-5,6-dihydro-4H-thieno[2,3-b]thiopyran-5-amine hydrochloride, 7.5 g of sodium carbonate, 11 ml of n-butyl iodide 25 ml of toluene and 25 ml of water is refluxed for 3 days. Removal of solvent from the organic layer affords an oil which is treated with ethanolic hydrochloric acid to afford N-butyl- N-propyl-5,6-dihydro-4H-thieno[2,3-b]thiopyran-5-amine hydrochloride, m.p. 161°-164°. The reactants are Cc1ccccc1, O=Cc1ccccc1, NCCN1CCNCC1. The product is C(=NCCN1CCNCC1)c1ccccc1. RXN SMILES: [CH3:18][c:19]1[cH:20][cH:21][cH:22][cH:23][cH:24]1.[CH:10](=[O:11])[c:12]1[cH:13][cH:14][cH:15][cH:16][cH:17]1.[NH2:1][CH2:2][CH2:3][N:4]1[CH2:5][CH2:6][NH:7][CH2:8][CH2:9]1>>[N:1]([CH2:2][CH2:3][N:4]1[CH2:5][CH2:6][NH:7][CH2:8][CH2:9]1)=[CH:10][c:12]1[cH:13][cH:14][cH:15][cH:16][cH:17]1. Starting materials: [Br-], O=C(CCCCCCCBr)c1ccc(F)cc1, [Li]CCCC, C1CCOC1, [PH3+]C(c1ccccc1)(c1ccccc1)c1ccccc1. Yields the product C=C(CCCCCCCBr)c1ccc(F)cc1. As a reaction SMILES: [Br-:6].[Br:27][CH2:28][CH2:29][CH2:30][CH2:31][CH2:32][CH2:33][CH2:34][C:35](=[O:36])[c:37]1[cH:38][cH:39][c:40]([F:43])[cH:41][cH:42]1.[CH2:1]([Li:2])[CH2:3][CH2:4][CH3:5].[O:44]1[CH2:45][CH2:46][CH2:47][CH2:48]1.[c:7]1([C:8]([PH3+:9])([c:10]2[cH:11][cH:12][cH:13][cH:14][cH:15]2)[c:16]2[cH:17][cH:18][cH:19][cH:20][cH:21]2)[cH:22][cH:23][cH:24][cH:25][cH:26]1>>[CH2:1]=[C:35]([CH2:34][CH2:33][CH2:32][CH2:31][CH2:30][CH2:29][CH2:28][Br:27])[c:37]1[cH:38][cH:39][c:40]([F:43])[cH:41][cH:42]1. Reactants: C1CCOC1 (THF), [OH-].[Na+] (sodium hydroxide), C12(CC3CC(CC(C1)C3)C2)C=2C=C(OCC(=O)OCC)C=CC2 (ethyl [3-(adamantan-1-yl)phenoxy]acetate), Cl (hydrochloric acid). The solvent is O (water). Reaction conditions: time 6 hour. The product is C12(CC3CC(CC(C1)C3)C2)C=2C=C(OCC(=O)O)C=CC2 ([3-(adamantan-1-yl)phenoxy]acetic acid). Isolated yield 89.8%. RXN SMILES: C1COCC1.[OH-].[Na+].[C:8]12([C:18]3[CH:19]=[C:20]([CH:28]=[CH:29][CH:30]=3)[O:21][CH2:22][C:23]([O:25]CC)=[O:24])[CH2:17][CH:12]3[CH2:13][CH:14]([CH2:16][CH:10]([CH2:11]3)[CH2:9]1)[CH2:15]2.Cl>O>[C:8]12([C:18]3[CH:19]=[C:20]([CH:28]=[CH:29][CH:30]=3)[O:21][CH2:22][C:23]([OH:25])=[O:24])[CH2:15][CH:14]3[CH2:16][CH:10]([CH2:11][CH:12]([CH2:13]3)[CH2:17]1)[CH2:9]2 |f:1.2|. Procedure details: 5 mL of THF and 0.65 mL of 1N aqueous sodium hydroxide solution were added to 110 mg (0.35 mmol) of ethyl [3-(adamantan-1-yl)phenoxy]acetate at room temperature, and the mixture was stirred for 6 hours. 1N hydrochloric acid was added to acidify the reaction mixture, and water was added. The precipitated solids were collected by filtration, washed with water, and air-dried, thereby giving 90 mg of [3-(adamantan-1-yl)phenoxy]acetic acid (yield: 89%).